Task: describe an organic reaction: reactants, conditions, products, and yield. Dataset: the Open Reaction Database (ORD), a public repository of structured organic reaction records Reactants: C(C1=CC=CC=C1)C=1OC2=C(C1C1=CC=C(C=C1)C1=CC(=C(C(=C1)Br)O)Br)C=CC=C2 (4′-(2-benzyl-benzofuran-3-yl)-3,5-dibromo-biphenyl-4-ol), CCCCC(C(=O)OCC)O (ethyl DL-2-hydroxycaproate). Yields the product C(C1=CC=CC=C1)C=1OC2=C(C1C1=CC=C(C=C1)C1=CC(=C(C(=C1)Br)OC(C(=O)O)CCCC)Br)C=CC=C2 (2-[4′-(2-benzyl-benzofuran-3-yl)-3,5-dibromo-biphenyl-4-yloxy]-hexanoic acid). As a reaction SMILES: [CH2:1]([C:8]1[O:9][C:10]2[CH:31]=[CH:30][CH:29]=[CH:28][C:11]=2[C:12]=1[C:13]1[CH:18]=[CH:17][C:16]([C:19]2[CH:24]=[C:23]([Br:25])[C:22]([OH:26])=[C:21]([Br:27])[CH:20]=2)=[CH:15][CH:14]=1)[C:2]1[CH:7]=[CH:6][CH:5]=[CH:4][CH:3]=1.[CH3:32][CH2:33][CH2:34][CH2:35][CH:36](O)[C:37]([O:39]CC)=[O:38]>>[CH2:1]([C:8]1[O:9][C:10]2[CH:31]=[CH:30][CH:29]=[CH:28][C:11]=2[C:12]=1[C:13]1[CH:18]=[CH:17][C:16]([C:19]2[CH:20]=[C:21]([Br:27])[C:22]([O:26][CH:36]([CH2:35][CH2:34][CH2:33][CH3:32])[C:37]([OH:39])=[O:38])=[C:23]([Br:25])[CH:24]=2)=[CH:15][CH:14]=1)[C:2]1[CH:3]=[CH:4][CH:5]=[CH:6][CH:7]=1. Reported procedure: The title compound was prepared from 4′-(2-benzyl-benzofuran-3-yl)-3,5-dibromo-biphenyl-4-ol, and ethyl DL-2-hydroxycaproate, in substantially the same manner, as described in Example 1, steps g-h , and was obtained as a white solid, mp 75-76° C.; MS m/e 645 (M−H)+; Starting materials: C(C)(C)(C)OC(NC1=C(C=C(C(=C1)OCC)C(F)(F)F)N)=O ([2-amino-5-ethoxy-4-trifluoromethyl-phenyl]-carbamic acid tert-butyl ester), C(C)(C)(C)OC(CC(C1=CC(=CC=C1)C1=CC(=NC=C1)C(F)(F)F)=O)=O (3-oxo-3-[3-(2-trifluoromethyl-pyridin-4-yl)-phenyl]-propionic acid tert-butyl ester). Product: C(C)(C)(C)OC(NC1=C(C=C(C(=C1)OCC)C(F)(F)F)NC(CC(C1=CC(=CC=C1)C1=CC(=NC=C1)C(F)(F)F)=O)=O)=O ((5-Ethoxy-2-{3-oxo-3-[3-(2-trifluoromethyl-pyridin-4-yl)-phenyl]-propionylamino}-4-trifluoromethyl-phenyl)-carbamic acid tert-butyl ester), solid. The yield is 75.0%. Reaction SMILES: [C:1]([O:5][C:6](=[O:22])[NH:7][C:8]1[CH:13]=[C:12]([O:14][CH2:15][CH3:16])[C:11]([C:17]([F:20])([F:19])[F:18])=[CH:10][C:9]=1[NH2:21])([CH3:4])([CH3:3])[CH3:2].C([O:27][C:28](=O)[CH2:29][C:30](=[O:47])[C:31]1[CH:36]=[CH:35][CH:34]=[C:33]([C:37]2[CH:42]=[CH:41][N:40]=[C:39]([C:43]([F:46])([F:45])[F:44])[CH:38]=2)[CH:32]=1)(C)(C)C>>[C:1]([O:5][C:6](=[O:22])[NH:7][C:8]1[CH:13]=[C:12]([O:14][CH2:15][CH3:16])[C:11]([C:17]([F:20])([F:19])[F:18])=[CH:10][C:9]=1[NH:21][C:28](=[O:27])[CH2:29][C:30](=[O:47])[C:31]1[CH:36]=[CH:35][CH:34]=[C:33]([C:37]2[CH:42]=[CH:41][N:40]=[C:39]([C:43]([F:44])([F:45])[F:46])[CH:38]=2)[CH:32]=1)([CH3:2])([CH3:3])[CH3:4]. Procedure: The title compound was prepared from [2-amino-5-ethoxy-4-trifluoromethyl-phenyl]-carbamic acid tert-butyl ester (Example J6) (224 mg, 0.70 mmol) and 3-oxo-3-[3-(2-trifluoromethyl-pyridin-4-yl)-phenyl]-propionic acid tert-butyl ester (Example K38) (256 mg, 0.70 mmol) according to the general procedure M. Obtained as an off-white solid (320 mg, 75%).